Dataset: the Open Reaction Database (ORD), a public repository of structured organic reaction records. Task: describe an organic reaction: reactants, conditions, products, and yield Reactants: Cl.Cl.CN(CCON)C (2-dimethylaminoethoxyamine dihydrochloride), C(C)(=O)[O-].[Na+] (sodium acetate), O=C1C[C@H]2CC[C@H]3[C@]4(CC[C@@H]([C@@]4(C)CC[C@@H]3[C@]2(CC1)C)C=O)O (3-oxo-14β-hydroxy-5β-androstane-17β-carboxaldehyde). Run in C(C)(=O)O (acetic acid), O1CCOCC1 (dioxane). Conditions: time 2 hour. Yields the product C(C)(=O)O[C@]12CC[C@@H]([C@@]1(C)CC[C@@H]1[C@]3(CCC(C[C@H]3CC[C@@H]21)=O)C)/C=N/OCCN(C)C ((E)-3-oxo-17β-(2-dimethylaminoethoxyiminomethyl)-5β-androstane-14β-ol acetate). Yield: 78.4%. As a reaction SMILES: Cl.Cl.[CH3:3][N:4]([CH3:9])[CH2:5][CH2:6][O:7][NH2:8].[C:10]([O-:13])(=[O:12])[CH3:11].[Na+].[O:15]=[C:16]1[CH2:33][CH2:32][C@@:31]2([CH3:34])[C@H:18]([CH2:19][CH2:20][C@@H:21]3[C@@H:30]2[CH2:29][CH2:28][C@@:26]2([CH3:27])[C@:22]3(O)[CH2:23][CH2:24][C@@H:25]2[CH:35]=O)[CH2:17]1>C(O)(=O)C.O1CCOCC1>[C:10]([O:13][C@@:22]12[C@H:21]3[C@@H:30]([C@:31]4([CH3:34])[C@H:18]([CH2:19][CH2:20]3)[CH2:17][C:16](=[O:15])[CH2:33][CH2:32]4)[CH2:29][CH2:28][C@:26]1([CH3:27])[C@@H:25](/[CH:35]=[N:8]/[O:7][CH2:6][CH2:5][N:4]([CH3:9])[CH3:3])[CH2:24][CH2:23]2)(=[O:12])[CH3:11] |f:0.1.2,3.4|. Procedure: To a solution of 0.21 g of 2-dimethylaminoethoxyamine dihydrochloride, 2.00 g of sodium acetate in 25 ml of 0.2M acetic acid a solution of 0.30 g of 3-oxo-14β-hydroxy-5β-androstane-17β-carboxaldehyde (Prepn. 6) in 40 ml of dioxane was added dropwise. After 2 hrs at room temperature, the mixture was evaporated to dryness under reduced pressure and the crude product was extracted three times with iso-propanol. Evaporation of the solvent gave 0.33 g of (E)-3-oxo-17β-(2-dimethylaminoethoxyiminomethy... The reactants are C1CCOC1, CCCCCC, CC(C)N=C=S, Clc1ccc2cc[nH]c2c1, [KH]. Yields the product CC(C)NC(=S)n1ccc2ccc(Cl)cc21. As a reaction SMILES: [CH2:24]1[O:25][CH2:26][CH2:27][CH2:28]1.[CH3:1][CH2:2][CH2:3][CH2:4][CH2:5][CH3:6].[CH:18]([CH3:19])([CH3:20])[N:21]=[C:22]=[S:23].[Cl:8][c:9]1[cH:10][cH:11][c:12]2[cH:13][cH:14][nH:15][c:16]2[cH:17]1.[KH:7]>>[Cl:8][c:9]1[cH:10][cH:11][c:12]2[cH:13][cH:14][n:15]([C:22]([NH:21][CH:18]([CH3:19])[CH3:20])=[S:23])[c:16]2[cH:17]1. Yields the product CNC(=O)C(Cc1ccccc1)NC(=O)CNC(=O)CN1CCNC(Cc2ccc(O)cc2)C1=O. The reactants are CNC(=O)C(Cc1ccccc1)NC(=O)CNC(=O)CN1CCN(C(=O)OC(C)(C)C)C(Cc2ccc(O)cc2)C1=O, O=C(O)C(F)(F)F. Reaction SMILES: [C:1]([O:2][C:3](=[O:4])[N:8]1[CH:9]([CH2:35][c:36]2[cH:37][cH:38][c:39]([OH:42])[cH:40][cH:41]2)[C:10](=[O:34])[N:11]([CH2:14][C:15](=[O:16])[NH:17][CH2:18][C:19](=[O:20])[NH:21][CH:22]([CH2:23][c:24]2[cH:25][cH:26][cH:27][cH:28][cH:29]2)[C:30](=[O:31])[NH:32][CH3:33])[CH2:12][CH2:13]1)([CH3:5])([CH3:6])[CH3:7].[OH:43][C:44]([C:45]([F:46])([F:47])[F:48])=[O:49]>>[NH:8]1[CH:9]([CH2:35][c:36]2[cH:37][cH:38][c:39]([OH:42])[cH:40][cH:41]2)[C:10](=[O:34])[N:11]([CH2:14][C:15](=[O:16])[NH:17][CH2:18][C:19](=[O:20])[NH:21][CH:22]([CH2:23][c:24]2[cH:25][cH:26][cH:27][cH:28][cH:29]2)[C:30](=[O:31])[NH:32][CH3:33])[CH2:12][CH2:13]1.